From a dataset of the Open Reaction Database (ORD), a public repository of structured organic reaction records. describe an organic reaction: reactants, conditions, products, and yield Starting materials: COC(C(CO)(C)C)OC (3,3-Dimethoxy 2,2-dimethylpropanol), [Cr](=O)(=O)([O-])O[Cr](=O)(=O)[O-].[NH+]1=CC=CC=C1.[NH+]1=CC=CC=C1 (pyridinium dichromate). Run in C(Cl)Cl (CH2Cl2). The product is COC(C(C=O)(C)C)OC (3,3-Dimethoxy-2,2-dimethylpropanal). Reaction SMILES: [CH3:1][O:2][CH:3]([O:9][CH3:10])[C:4]([CH3:8])([CH3:7])[CH2:5][OH:6].[Cr](O[Cr]([O-])(=O)=O)([O-])(=O)=O.[NH+]1C=CC=CC=1.[NH+]1C=CC=CC=1>C(Cl)Cl>[CH3:1][O:2][CH:3]([O:9][CH3:10])[C:4]([CH3:8])([CH3:7])[CH:5]=[O:6] |f:1.2.3|. Procedure details: A suspension of 90 g (0.61mol) of the product of Example 2 and 250mg (0.66 mol) of pyridinium dichromate was stirred rapidly in 2 L of CH2Cl2 for 40 hours. The mixture was filtered through Celite, the filtrate passed through a column of Florisil and the solvent evaporated. Distillation of the residue through a 45 cm vigreux column furnished the title compound as a water-white oil, bp 65°-68°/10 mm, 31.4 g (35%). Calculated for C7H14O3 : C,57.51; H, 9.65. Found: C, 57.69; H, 9.85.